This data is from the Open Reaction Database (ORD), a public repository of structured organic reaction records. The task is: describe an organic reaction: reactants, conditions, products, and yield Starting materials: solid, BrC=1C=CC2=C(N(C=N2)C2=CC=C(C=C2)OC)C1 (6-bromo-1-(4-methoxy-phenyl)-1H-benzo[d]imidazole), BrC=1C=CC2=C(N(C=N2)C2=CC=C(C=C2)OC)C1 (6-bromo-1-(4-methoxy-phenyl)-1H-benzo[d]imidazole), FC1=CC=C(C=C1)N1N=CC=C1B(O)O (1-(4-fluoro-phenyl)-1H-pyrazol-5-ylboronic acid), FC1=CC=C(C=C1)N1N=CC=C1B(O)O (1-(4-fluoro-phenyl)-1H-pyrazol-5-ylboronic acid). The product is FC1=CC=C(C=C1)N1N=CC=C1C=1C=CC2=C(N(C=N2)C2=CC=C(C=C2)OC)C1 (6-[2-(4-Fluoro-phenyl)-2H-pyrazol-3-yl]-1-(4-methoxy-phenyl)-1H-benzoimidazole). As a reaction SMILES: Br[C:2]1[CH:3]=[CH:4][C:5]2[N:9]=[CH:8][N:7]([C:10]3[CH:15]=[CH:14][C:13]([O:16][CH3:17])=[CH:12][CH:11]=3)[C:6]=2[CH:18]=1.[F:19][C:20]1[CH:25]=[CH:24][C:23]([N:26]2[C:30](B(O)O)=[CH:29][CH:28]=[N:27]2)=[CH:22][CH:21]=1>>[F:19][C:20]1[CH:21]=[CH:22][C:23]([N:26]2[C:30]([C:2]3[CH:3]=[CH:4][C:5]4[N:9]=[CH:8][N:7]([C:10]5[CH:15]=[CH:14][C:13]([O:16][CH3:17])=[CH:12][CH:11]=5)[C:6]=4[CH:18]=3)=[CH:29][CH:28]=[N:27]2)=[CH:24][CH:25]=1. Reported procedure: The title compound, off-white solid (34 mg, 27%), MS (ISP) m/z=385.5 [(M+H)+], mp 143° C., was prepared in accordance with the general method of example 1 from 6-bromo-1-(4-methoxy-phenyl)-1H-benzo[d]imidazole (intermediate N) (100 mg, 330 μmol) and 1-(4-fluoro-phenyl)-1H-pyrazol-5-ylboronic acid (intermediate A) (81.6 mg, 396 μmol). Reactants: CCOC(=O)CBr, O=C([O-])[O-], CC(Cn1ncc2ccc(O)c(Br)c21)NC(=O)OCc1ccccc1, CC(C)=O, [K+], [K+]. The product is CCOC(=O)COc1ccc2cnn(CC(C)NC(=O)OCc3ccccc3)c2c1Br. As a reaction SMILES: [Br:32][CH2:33][C:34](=[O:35])[O:36][CH2:37][CH3:38].[C:26](=[O:27])([O-:28])[O-:29].[CH2:1]([c:2]1[cH:3][cH:4][cH:5][cH:6][cH:7]1)[O:8][C:9]([NH:10][CH:11]([CH2:12][n:13]1[n:14][cH:15][c:16]2[cH:17][cH:18][c:19]([OH:23])[c:20]([Br:22])[c:21]12)[CH3:24])=[O:25].[CH3:39][C:40](=[O:41])[CH3:42].[K+:30].[K+:31]>>[CH2:1]([c:2]1[cH:3][cH:4][cH:5][cH:6][cH:7]1)[O:8][C:9]([NH:10][CH:11]([CH2:12][n:13]1[n:14][cH:15][c:16]2[cH:17][cH:18][c:19]([O:23][CH2:33][C:34](=[O:35])[O:36][CH2:37][CH3:38])[c:20]([Br:22])[c:21]12)[CH3:24])=[O:25]. Reactants: FC1=C(C=C(C=C1)OC)C=1C(=CC(=CC1)O[Si](C(C)C)(C(C)C)C(C)C)O (2′-fluoro-5′-methoxy-4-((triisopropylsilyl)oxy)-[1,1′-biphenyl]-2-ol), N,N-dimethylformamidide-tert-butylacetal, O (water). Solvent: C1(=CC=CC=C1)C (toluene). Conditions: temperature 80 celsius, time 3 hour. The product is C(C)(C)(C)OC1=C(C=CC(=C1)O[Si](C(C)C)(C(C)C)C(C)C)C1=C(C=CC(=C1)OC)F (((2-(tert-butoxy)-2′-fluoro-5′-methoxy-[1,1′-biphenyl]-4-yl)oxy)triisopropylsilane). The yield is 81.1%. As a reaction SMILES: [F:1][C:2]1[CH:7]=[CH:6][C:5]([O:8][CH3:9])=[CH:4][C:3]=1[C:10]1[C:11]([OH:27])=[CH:12][C:13]([O:16][Si:17]([CH:24]([CH3:26])[CH3:25])([CH:21]([CH3:23])[CH3:22])[CH:18]([CH3:20])[CH3:19])=[CH:14][CH:15]=1.O>C1(C)C=CC=CC=1>[C:3]([O:27][C:11]1[CH:12]=[C:13]([O:16][Si:17]([CH:21]([CH3:23])[CH3:22])([CH:24]([CH3:26])[CH3:25])[CH:18]([CH3:20])[CH3:19])[CH:14]=[CH:15][C:10]=1[C:3]1[CH:4]=[C:5]([O:8][CH3:9])[CH:6]=[CH:7][C:2]=1[F:1])([CH3:10])([CH3:4])[CH3:2]. Reported procedure: Under a nitrogen atmosphere, to a solution of 2′-fluoro-5′-methoxy-4-((triisopropylsilyl)oxy)-[1,1′-biphenyl]-2-ol (207 mg) in toluene (3.55 mL) was added N,N-dimethylformamidide-tert-butylacetal (636 μL) at room temperature, and the mixture was stirred at 80° C. for 3 hr. The reaction mixture was cooled, poured into water, and the mixture was extracted with ethyl acetate. The extract was washed with saturated brine, and dried over anhydrous sodium sulfate. The solvent was evaporated under reduc... Starting materials: C(C)(C)(C)C1=NC=C(C(=N1)NCC=1OC=CN1)C(=O)N([C@@H]1CN(C[C@@H](C1)C(=O)N1CCOCC1)C(=O)OC(C)(C)C)CC(C)C (tert-Butyl (3S,5R)-3-[({2-tert-butyl-4-[(1,3-oxazol-2-ylmethyl)amino]pyrimidin-5-yl}carbonyl)(2-methylpropyl)amino]-5-(morpholin-4-ylcarbonyl)piperidine-1-carboxylate), C(C)(=O)OCC.Cl (hydrogen chloride-ethyl acetate). Reaction conditions: time 16 hour. The product is Cl.Cl.C(C)(C)(C)C1=NC=C(C(=N1)NCC=1OC=CN1)C(=O)N([C@@H]1CNC[C@@H](C1)C(=O)N1CCOCC1)CC(C)C (2-tert-butyl-N-(2-methylpropyl)-N-[(3S,5R)-5-(morpholin-4-ylcarbonyl)piperidin-3-yl]-4-[(1,3-oxazol-2-ylmethyl)amino]pyrimidine-5-carboxamide dihydrochloride). Reaction SMILES: [C:1]([C:5]1[N:10]=[C:9]([NH:11][CH2:12][C:13]2[O:14][CH:15]=[CH:16][N:17]=2)[C:8]([C:18]([N:20]([CH2:42][CH:43]([CH3:45])[CH3:44])[C@H:21]2[CH2:26][C@@H:25]([C:27]([N:29]3[CH2:34][CH2:33][O:32][CH2:31][CH2:30]3)=[O:28])[CH2:24][N:23](C(OC(C)(C)C)=O)[CH2:22]2)=[O:19])=[CH:7][N:6]=1)([CH3:4])([CH3:3])[CH3:2].C(OCC)(=O)C.[ClH:52]>>[ClH:52].[ClH:52].[C:1]([C:5]1[N:10]=[C:9]([NH:11][CH2:12][C:13]2[O:14][CH:15]=[CH:16][N:17]=2)[C:8]([C:18]([N:20]([CH2:42][CH:43]([CH3:45])[CH3:44])[C@H:21]2[CH2:26][C@@H:25]([C:27]([N:29]3[CH2:30][CH2:31][O:32][CH2:33][CH2:34]3)=[O:28])[CH2:24][NH:23][CH2:22]2)=[O:19])=[CH:7][N:6]=1)([CH3:4])([CH3:3])[CH3:2] |f:1.2,3.4.5|. Procedure details: tert-Butyl (3S,5R)-3-[({2-tert-butyl-4-[(1,3-oxazol-2-ylmethyl)amino]pyrimidin-5-yl}carbonyl)(2-methylpropyl)amino]-5-(morpholin-4-ylcarbonyl)piperidine-1-carboxylate (108 mg) was dissolved in 2 M hydrogen chloride-ethyl acetate (2 ml), and the mixture was stirred at room temperature for 16 hr. The reaction mixture was concentrated, ethyl acetate was added and the precipitate was collected by filtration and washed with ethyl acetate to give the object compound (85 mg). The reactants are C(C1=CC=CC=C1)N1C(C2C3(C=CC(C2C1=O)C3)C(=O)OCC)=O (ethyl 4benzyl-3,5-dioxo-4-azatricyclo[5.2.1.02,6 ]dec-8-ene-1-carboxylate), [OH-].[Na+] (NaOH). The solvent is CO (methanol). The product is C(C1=CC=CC=C1)N1C(C2C3(C=CC(C2C1=O)C3)C(=O)O)=O (4-Benzyl-3,5-dioxo-4-azatricyclo[5.2.1.02,6 ]dec-8-ene-1-carboxylic acid). RXN SMILES: [CH2:1]([N:8]1[C:16](=[O:17])[CH:15]2[CH:10]([C:11]3([C:19]([O:21]CC)=[O:20])[CH2:18][CH:14]2[CH:13]=[CH:12]3)[C:9]1=[O:24])[C:2]1[CH:7]=[CH:6][CH:5]=[CH:4][CH:3]=1.[OH-].[Na+]>CO>[CH2:1]([N:8]1[C:16](=[O:17])[CH:15]2[CH:10]([C:11]3([C:19]([OH:21])=[O:20])[CH2:18][CH:14]2[CH:13]=[CH:12]3)[C:9]1=[O:24])[C:2]1[CH:7]=[CH:6][CH:5]=[CH:4][CH:3]=1 |f:1.2|. Procedure details: 30 g (90 mmol) of ethyl 4benzyl-3,5-dioxo-4-azatricyclo[5.2.1.02,6 ]dec-8-ene-1-carboxylate are heated under reflux with 5.3 g (0.13 mol) of NaOH in 150 ml of methanol overnight. The mixture is concentrated, the residue is taken up in 150 ml of water and the mixture is acidified with hydrochloric acid. The product which crystallizes out is filtered off with suction, washed with water and dried in air. Starting materials: CCOCC (ether), C(CCC)N1C(C(=C(C2=CC=CN=C12)C1=CC(=CC=C1)OCC#C)NC(=O)NC1=C(C=CC=C1C(C)C)C(C)C)=O (N-[1-butyl-4-{3-(2-propynyloxy)phenyl}-1,2-dihydro-2-oxo-1,8-naphthyridin-3-yl]-N'-(2,6-diisopropylphenyl)urea), C=O (paraformaldehyde), C(C)NCC (diethylamine). The reagents and catalysts are [Cu]I (copper (I) iodide). The solvent is O1CCOCC1 (dioxane). Run at time 2 hour. Product: C(CCC)N1C(C(=C(C2=CC=CN=C12)C1=CC(=CC=C1)OCC#CCN(CC)CC)NC(=O)NC1=C(C=CC=C1C(C)C)C(C)C)=O (N-[1-butyl-4-[3-{(4-diethylamino-2-butynyl)oxy}phenyl]-1,2-dihydro-2-oxo-1,8-naphthyridin-3-yl]-N'-(2,6-diisopropylphenyl)urea). Reaction SMILES: [CH2:1]([N:5]1[C:14]2[C:9](=[CH:10][CH:11]=[CH:12][N:13]=2)[C:8]([C:15]2[CH:20]=[CH:19][CH:18]=[C:17]([O:21][CH2:22][C:23]#[CH:24])[CH:16]=2)=[C:7]([NH:25][C:26]([NH:28][C:29]2[C:34]([CH:35]([CH3:37])[CH3:36])=[CH:33][CH:32]=[CH:31][C:30]=2[CH:38]([CH3:40])[CH3:39])=[O:27])[C:6]1=[O:41])[CH2:2][CH2:3][CH3:4].C=O.[CH2:44]([NH:46][CH2:47][CH3:48])[CH3:45].[CH3:49]COCC>O1CCOCC1.[Cu]I>[CH2:1]([N:5]1[C:14]2[C:9](=[CH:10][CH:11]=[CH:12][N:13]=2)[C:8]([C:15]2[CH:20]=[CH:19][CH:18]=[C:17]([O:21][CH2:22][C:23]#[C:24][CH2:49][N:46]([CH2:47][CH3:48])[CH2:44][CH3:45])[CH:16]=2)=[C:7]([NH:25][C:26]([NH:28][C:29]2[C:30]([CH:38]([CH3:40])[CH3:39])=[CH:31][CH:32]=[CH:33][C:34]=2[CH:35]([CH3:36])[CH3:37])=[O:27])[C:6]1=[O:41])[CH2:2][CH2:3][CH3:4]. Reported procedure: To a solution of N-[1-butyl-4-{3-(2-propynyloxy)phenyl}-1,2-dihydro-2-oxo-1,8-naphthyridin-3-yl]-N'-(2,6-diisopropylphenyl)urea (1.0 g, 1.82 mmol) in dioxane (10 ml) were added paraformaldehyde (0.37 g), diethylamine (0.26 g, 3.63 mmol) and copper (I) iodide, and the mixture was stirred at room temperature for two hours. To the mixture was added ether, and the mixture was filtered through a cerite pad. The filtrate was concentrated under reduced pressure, and the residue was purified by silica g... The reactants are CC1(OB(OC1(C)C)C=1C=NNC1)C (4-(4,4,5,5-tetramethyl-1,3,2-dioxaborolan-2-yl)-1H-pyrazole), BrCCOC (1-bromo-2-methoxyethane), [H-].[Na+] (NaH). Run in C1CCOC1 (THF). Yields the product COCCN1N=CC(=C1)B1OC(C(O1)(C)C)(C)C (1-(2-methoxyethyl)-4-(4,4,5,5-tetramethyl-1,3,2-dioxaborolan-2-yl)-1H-pyrazole). RXN SMILES: [CH3:1][C:2]1([CH3:14])[C:6]([CH3:8])([CH3:7])[O:5][B:4]([C:9]2[CH:10]=[N:11][NH:12][CH:13]=2)[O:3]1.Br[CH2:16][CH2:17][O:18][CH3:19].[H-].[Na+]>C1COCC1>[CH3:19][O:18][CH2:17][CH2:16][N:12]1[CH:13]=[C:9]([B:4]2[O:5][C:6]([CH3:7])([CH3:8])[C:2]([CH3:14])([CH3:1])[O:3]2)[CH:10]=[N:11]1 |f:2.3|. Procedure: A mixture of 4-(4,4,5,5-tetramethyl-1,3,2-dioxaborolan-2-yl)-1H-pyrazole (200 mg, 1.03 mmol), 1-bromo-2-methoxyethane (280 mg, 2.01 mmol), and NaH (200 mg, 4 mmol) in THF (15 mL) was stirred at reflux for 24 hours, cooled to the ambient temperature, and concentrated in vacuo. The residue was treated with HCl(aq) and extracted with EtOAc. The insoluble solid was removed by filtration, and the organic solution was concentrated to give the title compound. MS (m/z): 253 (M+H)+.